From a dataset of the Open Reaction Database (ORD), a public repository of structured organic reaction records. describe an organic reaction: reactants, conditions, products, and yield Starting materials: [OH-].[Na+] (NaOH), solution, [H-].[H-].[H-].[H-].[Li+].[Al+3] (LiAlH4), C(C)(C)(C)C=1C=C(C(=C(C(=O)OC)C1)OC)NC(C1=CC(=C(C=C1)C)OC1=CC(=NC=C1)CN1CCNCC1)=O (methyl 5-tert-butyl-2-methoxy-3-[4-methyl-3-(2-piperazin-1-ylmethyl-pyridin-4-yloxy)-benzoylamino]-benzoate). Run in C(C)(=O)OCC (ethyl acetate), O1CCCC1 (tetrahydrofuran), O1CCCC1 (tetrahydro-furan). Conditions: temperature 0 celsius, time 2 hour. The product is C(C)(C)(C)C=1C=C(C(=C(C1)NC(C1=CC(=C(C=C1)C)OC1=CC(=NC=C1)CN1CCNCC1)=O)OC)CO (N-(5-tert-butyl-3-hydroxymethyl-2-methoxy-phenyl)-4-methyl-3-(2-piperazin-1-ylmethyl-pyridin-4-yloxy)-benzamide). RXN SMILES: [H-].[H-].[H-].[H-].[Li+].[Al+3].[C:7]([C:11]1[CH:12]=[C:13]([NH:23][C:24](=[O:46])[C:25]2[CH:30]=[CH:29][C:28]([CH3:31])=[C:27]([O:32][C:33]3[CH:38]=[CH:37][N:36]=[C:35]([CH2:39][N:40]4[CH2:45][CH2:44][NH:43][CH2:42][CH2:41]4)[CH:34]=3)[CH:26]=2)[C:14]([O:21][CH3:22])=[C:15]([CH:20]=1)[C:16](OC)=[O:17])([CH3:10])([CH3:9])[CH3:8].[OH-].[Na+]>O1CCCC1.C(OCC)(=O)C>[C:7]([C:11]1[CH:20]=[C:15]([CH2:16][OH:17])[C:14]([O:21][CH3:22])=[C:13]([NH:23][C:24](=[O:46])[C:25]2[CH:30]=[CH:29][C:28]([CH3:31])=[C:27]([O:32][C:33]3[CH:38]=[CH:37][N:36]=[C:35]([CH2:39][N:40]4[CH2:41][CH2:42][NH:43][CH2:44][CH2:45]4)[CH:34]=3)[CH:26]=2)[CH:12]=1)([CH3:10])([CH3:8])[CH3:9] |f:0.1.2.3.4.5,7.8|. Reported procedure: 0.78 ml of a 1 M solution of LiAlH4 in tetrahydrofuran are added to a solution of 210 mg methyl 5-tert-butyl-2-methoxy-3-[4-methyl-3-(2-piperazin-1-ylmethyl-pyridin-4-yloxy)-benzoylamino]-benzoate in 4 ml tetrahydro-furan which has been cooled to 0° C. The solution is stirred for 2 h at 0° C. and then combined with 0.80 ml of an aqueous 2 N NaOH solution. The mixture is diluted with ethyl acetate and filtered through Celite. The filtrate is dried on MgSO4 and evaporated to dryness. Reactants: C1CCOC1, COC(=O)Cc1ccc(NC(=O)Nc2ccccc2)c(Cl)c1, [Na+], [OH-]. Yields the product O=C(O)Cc1ccc(NC(=O)Nc2ccccc2)c(Cl)c1. As a reaction SMILES: [CH2:25]1[O:26][CH2:27][CH2:28][CH2:29]1.[Cl:1][c:2]1[cH:3][c:4]([CH2:18][C:19](=[O:20])[O:21][CH3:22])[cH:5][cH:6][c:7]1[NH:8][C:9](=[O:10])[NH:11][c:12]1[cH:13][cH:14][cH:15][cH:16][cH:17]1.[Na+:24].[OH-:23]>>[Cl:1][c:2]1[cH:3][c:4]([CH2:18][C:19](=[O:20])[OH:21])[cH:5][cH:6][c:7]1[NH:8][C:9](=[O:10])[NH:11][c:12]1[cH:13][cH:14][cH:15][cH:16][cH:17]1. Starting materials: C(C)C1C(CCC(C(OC(C2CCCCN2C(C(C2(C(CC(C(C(CC(CC(=C1)C)C)OC)O2)OC)C)O)=O)=O)=O)C(=CC2CC(C(CC2)O)O)C)C)=O (17-ethyl-1-hydroxy-12-[2'-(3",4"-dihydroxycyclohexyl)-1'-methylvinyl]-23,25-dimethoxy-13,19,21,27-tetramethyl-11,28-dioxa-4-azatricyclo[22.3.1.04,9 ]octacos-18-ene-2,3,10,16-tetraone), B(F)(F)F.CCOCC (boron trifluoride etherate), [N+](=[N-])=C(C)C (2-diazopropane). Run in CCOCC (ether). Reaction conditions: time 15 minute. Yields the product C(C)C1C(CCC(C(OC(C2CCCCN2C(C(C2(C(CC(C(C(CC(CC(=C1)C)C)OC)O2)OC)C)O)=O)=O)=O)C(=CC2CC(C(CC2)O)OC(C)C)C)C)=O (17-Ethyl-1-hydroxy-12-[2'-(4"-hydroxy-3"-isopropyloxycyclohexyl)-1'-methylvinyl]-23,25-dimethoxy-13,19,21,27-tetramethyl-11,28-dioxa-4-azatricyclo[22.3.1.04,9 ]octacos-18-ene-2,3,10,16-tetraone). As a reaction SMILES: [CH2:1]([CH:3]1[CH:29]=[C:28]([CH3:30])[CH2:27][CH:26]([CH3:31])[CH2:25][CH:24]([O:32][CH3:33])[CH:23]2[O:34][C:19]([OH:38])([CH:20]([CH3:37])[CH2:21][CH:22]2[O:35][CH3:36])[C:18](=[O:39])[C:17](=[O:40])[N:16]2[CH:11]([CH2:12][CH2:13][CH2:14][CH2:15]2)[C:10](=[O:41])[O:9][CH:8]([C:42]([CH3:52])=[CH:43][CH:44]2[CH2:49][CH2:48][CH:47]([OH:50])[CH:46]([OH:51])[CH2:45]2)[CH:7]([CH3:53])[CH2:6][CH2:5][C:4]1=[O:54])[CH3:2].B(F)(F)F.CCOCC.[N+](=[C:66]([CH3:68])[CH3:67])=[N-]>CCOCC>[CH2:1]([CH:3]1[CH:29]=[C:28]([CH3:30])[CH2:27][CH:26]([CH3:31])[CH2:25][CH:24]([O:32][CH3:33])[CH:23]2[O:34][C:19]([OH:38])([CH:20]([CH3:37])[CH2:21][CH:22]2[O:35][CH3:36])[C:18](=[O:39])[C:17](=[O:40])[N:16]2[CH:11]([CH2:12][CH2:13][CH2:14][CH2:15]2)[C:10](=[O:41])[O:9][CH:8]([C:42]([CH3:52])=[CH:43][CH:44]2[CH2:49][CH2:48][CH:47]([OH:50])[CH:46]([O:51][CH:66]([CH3:68])[CH3:67])[CH2:45]2)[CH:7]([CH3:53])[CH2:6][CH2:5][C:4]1=[O:54])[CH3:2] |f:1.2|. Procedure: To a solution of 17-ethyl-1-hydroxy-12-[2'-(3",4"-dihydroxycyclohexyl)-1'-methylvinyl]-23,25-dimethoxy-13,19,21,27-tetramethyl-11,28-dioxa-4-azatricyclo[22.3.1.04,9 ]octacos-18-ene-2,3,10,16-tetraone (200 mg) in ether (6 ml) is added boron trifluoride etherate (10 μl) followed by freshly prepared 2-diazopropane (100 fold excess). The mixture is stirred at room temperature for 15 min and quenched with sat'd aqueous sodium bicarbonate solution. The organic layer is separated, washed (sat'd. aqueou... The reactants are NC1=CC=CC=C1 (aniline), BrCCCCC1(C2=CC=CC=C2C=2C=CC=CC12)C(=O)Cl (9-(4-bromo-butyl)-9H-fluorene-9-carboxylic acid chloride). The product is C1(=CC=CC=C1)NC(=O)C1(C2=CC=CC=C2C=2C=CC=CC12)CCCCBr (9-(4-bromo-butyl)-9H-fluorene-9-carboxylic acid-(phenyl)-amide). Reaction SMILES: [NH2:1][C:2]1[CH:7]=[CH:6][CH:5]=[CH:4][CH:3]=1.[Br:8][CH2:9][CH2:10][CH2:11][CH2:12][C:13]1([C:26](Cl)=[O:27])[C:25]2[CH:24]=[CH:23][CH:22]=[CH:21][C:20]=2[C:19]2[C:14]1=[CH:15][CH:16]=[CH:17][CH:18]=2>>[C:2]1([NH:1][C:26]([C:13]2([CH2:12][CH2:11][CH2:10][CH2:9][Br:8])[C:25]3[CH:24]=[CH:23][CH:22]=[CH:21][C:20]=3[C:19]3[C:14]2=[CH:15][CH:16]=[CH:17][CH:18]=3)=[O:27])[CH:7]=[CH:6][CH:5]=[CH:4][CH:3]=1. Procedure: Prepared analogously to Example 1c from aniline and 9-(4-bromo-butyl)-9H-fluorene-9-carboxylic acid chloride. The reactants are COc1ccc(B(O)O)cc1 (effective_coupling_partner), COc1ccc(OC(=O)OC(C)(C)C)c2ccccc12 (substrate). Reagents/catalysts: dcypf. Run at temperature 80 celsius, time 24 hour. Product: COc3ccc(c1ccc(OC)c2ccccc12)cc3. Reactants: B, COC(=O)CCC(=O)c1ccccc1, C1CCOC1, C1CCOC1, [K+], [K+], O=C([O-])[O-]. Yields the product COC(=O)CCC(O)c1ccccc1. Reaction SMILES: [BH3:1].[C:7]([c:8]1[cH:9][cH:10][cH:11][cH:12][cH:13]1)(=[O:14])[CH2:15][CH2:16][C:17](=[O:18])[O:19][CH3:20].[CH2:27]1[O:28][CH2:29][CH2:30][CH2:31]1.[CH2:2]1[O:3][CH2:4][CH2:5][CH2:6]1.[K+:21].[K+:22].[O-:23][C:24]([O-:25])=[O:26]>>[CH:7]([c:8]1[cH:9][cH:10][cH:11][cH:12][cH:13]1)([OH:14])[CH2:15][CH2:16][C:17](=[O:18])[O:19][CH3:20]. Reactants: C(C)(=O)OCC (ethyl acetate), COC(C1=C(C=C(C=C1C(F)(F)F)F)CBr)=O (4-fluoro-2-bromomethyl-6-trifluoromethyl-benzoic acid methyl ester), FC=1C=C(CN)C=CC1C (3-fluoro-4-methyl-benzylamine), C(=O)([O-])[O-].[K+].[K+] (K2CO3). Run in C1(=CC=CC=C1)C (toluene), CCCCCC (hexane). Run at temperature 100 celsius, time 2 hour. Product: FC=1C=C2CN(C(C2=C(C1)C(F)(F)F)=O)CC1=CC(=C(C=C1)C)F (5-fluoro-2-(3-fluoro-4-methyl-benzyl)-7-trifluoromethyl-2,3-dihydro-isoindol-1-one). Isolated yield 31.1%. As a reaction SMILES: CO[C:3](=[O:17])[C:4]1[C:9]([C:10]([F:13])([F:12])[F:11])=[CH:8][C:7]([F:14])=[CH:6][C:5]=1[CH2:15]Br.[F:18][C:19]1[CH:20]=[C:21]([CH:24]=[CH:25][C:26]=1[CH3:27])[CH2:22][NH2:23].C([O-])([O-])=O.[K+].[K+].C(OCC)(=O)C>C1(C)C=CC=CC=1.CCCCCC>[F:14][C:7]1[CH:6]=[C:5]2[C:4](=[C:9]([C:10]([F:11])([F:12])[F:13])[CH:8]=1)[C:3](=[O:17])[N:23]([CH2:22][C:21]1[CH:24]=[CH:25][C:26]([CH3:27])=[C:19]([F:18])[CH:20]=1)[CH2:15]2 |f:2.3.4|. Reported procedure: A mixture of 4-fluoro-2-bromomethyl-6-trifluoromethyl-benzoic acid methyl ester (0.100 g, 0.32 mmol), 3-fluoro-4-methyl-benzylamine (0.060 mL, 0.42 mmol), and K2CO3 (0.088 g, 0.64 mmol) in toluene (4 mL) was heated with stirring at 100° C. for 2 h. Workup and silica gel column chromatography using 30% ethyl acetate in hexane afforded 5-fluoro-2-(3-fluoro-4-methyl-benzyl)-7-trifluoromethyl-2,3-dihydro-isoindol-1-one (0.034 g, 31%). 1H NMR (300 MHz, CDCl3): δ (ppm) 2.25 (s, 3H), 4.28 (s, 2H), 4.74... The reactants are CC(=O)C (acetone), OC(C)C1=CC=C(CC2=CC=C(C=O)C=C2)C=C1 (4-[4-(1-hydroxyethyl)benzyl]benzaldehyde), CN (methylamine), [BH4-].[Na+] (sodium borohydride), [BH4-].[Na+] (sodium borohydride). Solvent: O (water), CO (methanol). Run at time 1 hour. Yields the product CNCC1=CC=C(C=C1)CC1=CC=C(C=C1)C(C)O (N-Methyl-4-[4-(1-hydroxyethyl)benzyl]benzylamine). As a reaction SMILES: [OH:1][CH:2]([C:4]1[CH:18]=[CH:17][C:7]([CH2:8][C:9]2[CH:16]=[CH:15][C:12]([CH:13]=O)=[CH:11][CH:10]=2)=[CH:6][CH:5]=1)[CH3:3].[CH3:19][NH2:20].[BH4-].[Na+].CC(C)=O>CO.O>[CH3:19][NH:20][CH2:13][C:12]1[CH:15]=[CH:16][C:9]([CH2:8][C:7]2[CH:17]=[CH:18][C:4]([CH:2]([OH:1])[CH3:3])=[CH:5][CH:6]=2)=[CH:10][CH:11]=1 |f:2.3|. Procedure details: 9.8 g of the 4-[4-(1-hydroxyethyl)benzyl]benzaldehyde prepared in the step (c) and 3.7 ml of methylamine (40% methanolic solution) were stirred together in 20 ml of methanol at room temperature. After one hour, the resulting mixture was cooled with ice, followed by the addition of 0.93 g of sodium borohydride. The obtained mixture was stirred at room temperature for 30 minutes. 5 ml of acetone was dropwise added to the resulting mixture under cooling with ice to treat excess sodium borohydride t... The reactants are C1=CC=C2C(=C1)C(=O)OP(O2)Cl (2-chloro-4H-1,2,3-benzodioxaphosphorin-4-one), N1=CC=CC=C1 (pyridine), C(Cl)Cl (methylene chloride). The reagents and catalysts are CC[N+](CC)(CC)CC.[Br-] (TEAB). Run at temperature 0 celsius, time 1 hour. Yields the product C1=CC=CC2=NC3=CC=CC=C3C=C12 (acridine). Isolated yield 65.0%. As a reaction SMILES: [CH:1]1[CH:6]=[C:5]2[C:7](OP(Cl)O[C:4]2=[CH:3][CH:2]=1)=O.[N:13]1[CH:18]=[CH:17][CH:16]=[CH:15][CH:14]=1.[CH2:19](Cl)Cl>CC[N+](CC)(CC)CC.[Br-]>[CH:6]1[C:5]2[C:4](=[N:13][C:18]3[C:17]([CH:7]=2)=[CH:16][CH:15]=[CH:14][CH:19]=3)[CH:3]=[CH:2][CH:1]=1 |f:3.4|. Procedure details: To a cold, stirring methylene chloride solution (30 ml; 0° C.) of 2-chloro-4H-1,2,3-benzodioxaphosphorin-4-one (2.4 ml of 1M methylene chloride solution; 2.4 mmol) and pyridine (0.2 g; 2.4 mmol) was added the DMT-protected pseudonucleoside of Example 2, paragraph A (0.55 g; 0.8 mmol). After stirring at 0° C. for 1 hour, the reaction mixture was poured into 1M TEAB aqueous solution (60 ml). The organic solution was separated, dried, concentrated. The residue was purified by flash column chromatog... Reactants: COC(=O)C1=C(C=CC(=O)O)C=CC=C1 (2-Methoxycarbonylcinnamic acid), [BH4-].[Na+] (sodium borohydride), O (water), acid chloride, acid chloride, [BH4-].[Na+] (sodium borohydride). The solvent is CCOCC (ether). Reaction conditions: time 2 hour. Yields the product COC(=O)C1=C(/C=C/CO)C=CC=C1 ((E)-2-Methoxycarbonylcinnamyl alcohol). Reaction SMILES: [CH3:1][O:2][C:3]([C:5]1[CH:15]=[CH:14][CH:13]=[CH:12][C:6]=1[CH:7]=[CH:8][C:9](O)=[O:10])=[O:4].[BH4-].[Na+].O>CCOCC>[CH3:1][O:2][C:3]([C:5]1[CH:15]=[CH:14][CH:13]=[CH:12][C:6]=1/[CH:7]=[CH:8]/[CH2:9][OH:10])=[O:4] |f:1.2|. Procedure: 2-Methoxycarbonylcinnamic acid, m.p. 176° C., was prepared by the method described in Example 2(a) and converted to the acid chloride, m.p. 75°-80° C., by the method described in Example 2(b). A solution of this acid chloride (15.5 g) in ether (250 ml) was added to a stirred suspension of sodium borohydride on alumina (60 g - prepared by addition of a solution of 1 part of sodium borohydride in 2 parts of water to 10 parts of alumina, with cooling, followed by drying under vacuum) in ether (360 ...